Dataset: the Open Reaction Database (ORD), a public repository of structured organic reaction records. Task: describe an organic reaction: reactants, conditions, products, and yield The product is CCN(c1ccc(I)cc1)c1ncccn1. RXN SMILES: [CH2:17]([CH3:18])[I:19].[H-:15].[I:1][c:2]1[cH:3][cH:4][c:5]([NH:8][c:9]2[n:10][cH:11][cH:12][cH:13][n:14]2)[cH:6][cH:7]1.[Na+:16].[O:20]=[CH:21][N:22]([CH3:23])[CH3:24]>>[I:1][c:2]1[cH:3][cH:4][c:5]([N:8]([c:9]2[n:10][cH:11][cH:12][cH:13][n:14]2)[CH2:17][CH3:18])[cH:6][cH:7]1. The reactants are CCI, [H-], Ic1ccc(Nc2ncccn2)cc1, [Na+], CN(C)C=O. Starting materials: Clc1cc(Cl)c2ccc(CBr)cc2n1, O=C([O-])[O-], COC(=O)C1(c2cc(O)cc(F)c2)CCOCC1, CCOC(C)=O, [Cl-], [Cs+], [Cs+], [NH4+], CN(C)C=O. Yields the product COC(=O)C1(c2cc(F)cc(OCc3ccc4c(Cl)cc(Cl)nc4c3)c2)CCOCC1. As a reaction SMILES: [Br:1][CH2:2][c:3]1[cH:4][cH:5][c:6]2[c:7]([Cl:14])[cH:8][c:9]([Cl:13])[n:10][c:11]2[cH:12]1.[C:33](=[O:34])([O-:35])[O-:36].[CH3:15][O:16][C:17](=[O:18])[C:19]1([c:25]2[cH:26][c:27]([F:32])[cH:28][c:29]([OH:31])[cH:30]2)[CH2:20][CH2:21][O:22][CH2:23][CH2:24]1.[CH3:44][CH2:45][O:46][C:47]([CH3:48])=[O:49].[Cl-:50].[Cs+:37].[Cs+:38].[NH4+:51].[O:39]=[CH:40][N:41]([CH3:42])[CH3:43]>>[CH2:2]([c:3]1[cH:4][cH:5][c:6]2[c:7]([Cl:14])[cH:8][c:9]([Cl:13])[n:10][c:11]2[cH:12]1)[O:31][c:29]1[cH:28][c:27]([F:32])[cH:26][c:25]([C:19]2([C:17]([O:16][CH3:15])=[O:18])[CH2:20][CH2:21][O:22][CH2:23][CH2:24]2)[cH:30]1.